This data is from the Open Reaction Database (ORD), a public repository of structured organic reaction records. The task is: describe an organic reaction: reactants, conditions, products, and yield The reactants are COc1ccc(C(=O)CC(C)=O)cc1, Cc1oc(-c2ccccc2)nc1CCOc1ccc(CC(N)C(=O)O)cc1. Yields the product COc1ccc(C(=O)C=C(C)NC(Cc2ccc(OCCc3nc(-c4ccccc4)oc3C)cc2)C(=O)O)cc1. Reaction SMILES: [CH3:28][O:29][c:30]1[cH:31][cH:32][c:33]([C:36]([CH2:37][C:38]([CH3:39])=[O:40])=[O:41])[cH:34][cH:35]1.[NH2:1][CH:2]([C:3](=[O:4])[OH:5])[CH2:6][c:7]1[cH:8][cH:9][c:10]([O:13][CH2:14][CH2:15][c:16]2[n:17][c:18](-[c:22]3[cH:23][cH:24][cH:25][cH:26][cH:27]3)[o:19][c:20]2[CH3:21])[cH:11][cH:12]1>>[NH:1]([CH:2]([C:3](=[O:4])[OH:5])[CH2:6][c:7]1[cH:8][cH:9][c:10]([O:13][CH2:14][CH2:15][c:16]2[n:17][c:18](-[c:22]3[cH:23][cH:24][cH:25][cH:26][cH:27]3)[o:19][c:20]2[CH3:21])[cH:11][cH:12]1)[C:38](=[CH:37][C:36]([c:33]1[cH:32][cH:31][c:30]([O:29][CH3:28])[cH:35][cH:34]1)=[O:41])[CH3:39]. Starting materials: FC1=C(C=CC(=C1)[N+](=O)[O-])N1CCC(CC1)O (1-(2-fluoro-4-nitrophenyl)piperidin-4-ol). Reagents/catalysts: [Pd] (Pd/C). The solvent is CO (MeOH). Run at time 6 hour. Yields the product NC1=CC(=C(C=C1)N1CCC(CC1)O)F (1-(4-amino-2-fluorophenyl)piperidin-4-ol). Isolated yield 108.1%. RXN SMILES: [F:1][C:2]1[CH:7]=[C:6]([N+:8]([O-])=O)[CH:5]=[CH:4][C:3]=1[N:11]1[CH2:16][CH2:15][CH:14]([OH:17])[CH2:13][CH2:12]1>CO.[Pd]>[NH2:8][C:6]1[CH:5]=[CH:4][C:3]([N:11]2[CH2:16][CH2:15][CH:14]([OH:17])[CH2:13][CH2:12]2)=[C:2]([F:1])[CH:7]=1. Procedure details: To a solution of 1-(2-fluoro-4-nitrophenyl)piperidin-4-ol (2.67 g, 11 mmol) in MeOH (100 mL) was added catalyst Pd/C (1.00 g). The reaction mixture was stirred at rt under H2 for 6 h, then filtered. The filtrate was concentrated in vacuo to give the crude product (2.50 g) for the next step without further purification. The reactants are CC1(CCC(CC1)=O)C1=CC=CC=C1 (4-methyl-4-phenylcyclohexanone), [BH4-].[Na+] (sodium borohydride). The solvent is C(C)O (ethanol). Yields the product CC1(CCC(CC1)O)C1=CC=CC=C1 (4-methyl-4-phenylcyclohexanol). The yield is 79.0%. As a reaction SMILES: [CH3:1][C:2]1([C:9]2[CH:14]=[CH:13][CH:12]=[CH:11][CH:10]=2)[CH2:7][CH2:6][C:5](=[O:8])[CH2:4][CH2:3]1.[BH4-].[Na+]>C(O)C>[CH3:1][C:2]1([C:9]2[CH:14]=[CH:13][CH:12]=[CH:11][CH:10]=2)[CH2:3][CH2:4][CH:5]([OH:8])[CH2:6][CH2:7]1 |f:1.2|. Procedure: To a solution of the oily 4-methyl-4-phenylcyclohexanone in 50 ml. of ethanol, 1.25 g. of sodium borohydride is added. At the end of about 5 hours the solvent is removed and then dissolved in ether and water. The organic layer is washed successively with sodium bicarbonate solution and brine and then evaporated to dryness. The crude product is chromatographed on a column of 500 ml. of silica gel with elution by 1% acetone in methylene chloride. There is first obtained 1.4 g. of the starting ethy... Reactants: CC(C)(C)[Si](C)(C)OC1CC=C(c2cccnc2F)CC1, ClCCl, F, c1ccncc1. Product: OC1CC=C(c2cccnc2F)CC1. Reaction SMILES: [C:1]([Si:2]([CH3:3])([CH3:4])[O:6][CH:7]1[CH2:8][CH:9]=[C:10]([c:13]2[c:14]([F:19])[n:15][cH:16][cH:17][cH:18]2)[CH2:11][CH2:12]1)([CH3:5])([CH3:20])[CH3:21].[Cl:29][CH2:30][Cl:31].[FH:28].[n:22]1[cH:23][cH:24][cH:25][cH:26][cH:27]1>>[OH:6][CH:7]1[CH2:8][CH:9]=[C:10]([c:13]2[c:14]([F:19])[n:15][cH:16][cH:17][cH:18]2)[CH2:11][CH2:12]1. The reactants are [Cl-] (chloride), FC1=C(C=C(C(=C1F)F)F)C(F)(F)F (2,3,4,5-tetrafluoro-benzotrifluoride), C(Cl)Cl (methylene chloride), ice. The product is FC1=C(C=C(C(=C1F)F)F)C(Cl)(Cl)Cl (2,3,4,5-Tetrafluoro-benzotrichloride). Reaction SMILES: [Cl-:1].[F:2][C:3]1[C:8]([F:9])=[C:7]([F:10])[C:6]([F:11])=[CH:5][C:4]=1C(F)(F)F.[CH2:16]([Cl:18])[Cl:17]>>[F:2][C:3]1[C:8]([F:9])=[C:7]([F:10])[C:6]([F:11])=[CH:5][C:4]=1[C:16]([Cl:1])([Cl:18])[Cl:17]. Procedure: 85 g (0.64 mol) of aluminiumn chloride (anhydrous) are initially introduced into 500 ml of methylene chloride, and 109 g (0.5 mol) of 2,3,4,5-tetrafluoro-benzotrifluoride are added dropwise at room temperature, while stirring. The, mixture is then subsequently stirred at 40° C. for 1 hour, allowed to cool and poured onto 600 g of ice, the organic phase is separated off, the aqueous phase is extracted with ether and the combined phases are washed with water and dried over anhydrous magnesium sulp... Starting materials: ClC=1C(=CC2=C(SC(=C2)C2CCCC2)C1Cl)O (6,7-dichloro-2-cyclopentyl-5-hydroxybenzo[b]thiophene), BrCC(=O)OCC (ethyl bromoacetate), C([O-])([O-])=O.[K+].[K+] (potassium carbonate), CN(C=O)C (dimethylformamide). The solvent is CC(CC)=O (2 -butanone), O (water). Product: C(C)OC(COC1=CC2=C(SC(=C2)C2CCCC2)C(=C1Cl)Cl)=O (ethyl[(6,7-dichloro-2-cyclopentylbenzo[b]thien-5-yl)oxy]acetate). The yield is 76.1%. RXN SMILES: [Cl:1][C:2]1[C:3]([OH:17])=[CH:4][C:5]2[CH:9]=[C:8]([CH:10]3[CH2:14][CH2:13][CH2:12][CH2:11]3)[S:7][C:6]=2[C:15]=1[Cl:16].Br[CH2:19][C:20]([O:22][CH2:23][CH3:24])=[O:21].C(=O)([O-])[O-].[K+].[K+].CN(C)C=O>CC(=O)CC.O>[CH2:23]([O:22][C:20](=[O:21])[CH2:19][O:17][C:3]1[C:2]([Cl:1])=[C:15]([Cl:16])[C:6]2[S:7][C:8]([CH:10]3[CH2:11][CH2:12][CH2:13][CH2:14]3)=[CH:9][C:5]=2[CH:4]=1)[CH3:24] |f:2.3.4|. Procedure: A mixture of 9.0 g of 6,7-dichloro-2-cyclopentyl-5-hydroxybenzo[b]thiophene, 6.35 g of ethyl bromoacetate, 4.0 g of potassium carbonate and 10 ml of dimethylformamide in 200 ml of 2 -butanone is refluxed for 16 hours. The cooled mixture is diluted with water (200 ml), extracted with 3×300 ml-portions of dichloromethane, and the combined organic solution is dried over anhydrous magnesium sulfate. Removal of solvents leaves a colorless oil which crystallizes on cooling to give 8.9 g of ethyl[(6,7-...